This data is from the Open Reaction Database (ORD), a public repository of structured organic reaction records. The task is: describe an organic reaction: reactants, conditions, products, and yield Starting materials: C(c1ccc(cc1)N)=O, CC1=CN=C(C=C1)N, [C-]#[N+]C1CCCCC1. Reagents/catalysts: O=C(O)C(F)(F)F (trifluoroacetic acid). Run in CC(C)O (isopropyl alcohol), CC(C)O (isopropylalcohol). Run at temperature 22 celsius, time 20 hour. The product is Cc1ccc2nc(c3ccc(cc3)N)c(NC3CCCCC3)n2c1. Isolated yield 10.1%. RXN SMILES: CC1=CC=C(N)N=C1.[C-]#[N+]C1CCCCC1.NC1=CC=C(C=O)C=C1>>CC1=CN2C(C=C1)=NC(=C2NC1CCCCC1)C1=CC=C(N)C=C1. Reactants: CC(C)(C)OC(=O)n1ccc2cc(S)c(C(C)(C)C)cc21, ClC(Cl)(Cl)Cl, CCOC(C)=O, Cc1ccc(S(=O)(=O)Br)cc1, c1ccncc1. Product: Cc1ccc(S(=O)(=O)Sc2cc3ccn(C(=O)OC(C)(C)C)c3cc2C(C)(C)C)cc1. As a reaction SMILES: [C:1]([CH3:2])([CH3:3])([CH3:4])[O:5][C:6](=[O:7])[n:8]1[cH:9][cH:10][c:11]2[cH:12][c:13]([SH:21])[c:14]([C:17]([CH3:18])([CH3:19])[CH3:20])[cH:15][c:16]12.[C:39]([Cl:40])([Cl:41])([Cl:42])[Cl:43].[CH3:44][CH2:45][O:46][C:47]([CH3:48])=[O:49].[S:28](=[O:29])(=[O:30])([c:31]1[cH:32][cH:33][c:34]([CH3:35])[cH:36][cH:37]1)[Br:38].[cH:22]1[cH:23][cH:24][n:25][cH:26][cH:27]1>>[C:1]([CH3:2])([CH3:3])([CH3:4])[O:5][C:6](=[O:7])[n:8]1[cH:9][cH:10][c:11]2[cH:12][c:13]([S:21][S:28](=[O:29])(=[O:30])[c:31]3[cH:32][cH:33][c:34]([CH3:35])[cH:36][cH:37]3)[c:14]([C:17]([CH3:18])([CH3:19])[CH3:20])[cH:15][c:16]12.